Dataset: the Open Reaction Database (ORD), a public repository of structured organic reaction records. Task: describe an organic reaction: reactants, conditions, products, and yield The reactants are C(C)(C)(C)OC(=O)N1CC2=CC=C(C=C2C1)I (5-iodo-1,3-dihydro-isoindole-2-carboxylic acid tert-butyl ester), FC(CCO)(F)F (3,3,3-trifluoropropanol). Product: C(C)(C)(C)OC(=O)N1CC2=CC=C(C=C2C1)OCCC(F)(F)F (5-(3,3,3-Trifluoro-propoxy)-1,3-dihydro-isoindole-2-carboxylic acid tert-butyl ester). RXN SMILES: [C:1]([O:5][C:6]([N:8]1[CH2:16][C:15]2[C:10](=[CH:11][CH:12]=[C:13](I)[CH:14]=2)[CH2:9]1)=[O:7])([CH3:4])([CH3:3])[CH3:2].[F:18][C:19]([F:24])([F:23])[CH2:20][CH2:21][OH:22]>>[C:1]([O:5][C:6]([N:8]1[CH2:16][C:15]2[C:10](=[CH:11][CH:12]=[C:13]([O:22][CH2:21][CH2:20][C:19]([F:24])([F:23])[F:18])[CH:14]=2)[CH2:9]1)=[O:7])([CH3:4])([CH3:3])[CH3:2]. Procedure: Prepared in analogy to Example A6(a) from 5-iodo-1,3-dihydro-isoindole-2-carboxylic acid tert-butyl ester (Example A38(b)) and 3,3,3-trifluoropropanol. Off-white solid. MS (m/e): 276.3 ([M+H—Me2C═CH2]+, 100%) Reactants: [H][H] (hydrogen), [H][H] (hydrogen), [H][H] (hydrogen), C1(=CC=C(C=C1)N(C1=CC=C(C=C1)C1=CC=CC=C1)CC1=CC=CC=C1)C1=CC=CC=C1 (N,N-di-(4-biphenylyl)-benzylamine), C(Cl)(Cl)Cl (chloroform), C(C)O (ethanol), [H][H] (hydrogen). The reagents and catalysts are [Pd] (palladium-activated carbon). The solvent is ClCCl (dichloromethane). Yields the product C1(=CC=C(C=C1)NC1=CC=C(C=C1)C1=CC=CC=C1)C1=CC=CC=C1 (di-4-biphenylylamine). The yield is 93.9%. As a reaction SMILES: [C:1]1([C:27]2[CH:32]=[CH:31][CH:30]=[CH:29][CH:28]=2)[CH:6]=[CH:5][C:4]([N:7](CC2C=CC=CC=2)[C:8]2[CH:13]=[CH:12][C:11]([C:14]3[CH:19]=[CH:18][CH:17]=[CH:16][CH:15]=3)=[CH:10][CH:9]=2)=[CH:3][CH:2]=1.C(Cl)(Cl)Cl.C(O)C.[H][H]>[Pd].ClCCl>[C:11]1([C:14]2[CH:15]=[CH:16][CH:17]=[CH:18][CH:19]=2)[CH:10]=[CH:9][C:8]([NH:7][C:4]2[CH:5]=[CH:6][C:1]([C:27]3[CH:32]=[CH:31][CH:30]=[CH:29][CH:28]=3)=[CH:2][CH:3]=2)=[CH:13][CH:12]=1. Procedure details: Next, 120 mL of dehydrated toluene (manufactured by Hiroshima Wako Co., Ltd.), 4.08 mL of benzylamine (manufactured by Tokyo Kasei Kogyo Co., Ltd.) and 338 μL of tris-t-butylphsosphine (a 2.22 mol/L toluene solution, manufactured by Aldrich Co., Ltd.) were added thereto through a rubber septum by means of a syringe and stirred at room temperature for 5 minutes. Next, the flask was set on an oil bath and gradually heated up to 120° C. while stirring the solution. After 7 hours passed, the flask w... Starting materials: NC1=CC=C(C=C1)C1=NN(C2=NC=NC(=C21)N)[C@@H]2COCC2 (3-(4-aminophenyl)-1-((S)-tetrahydrofuran-3-yl)-1H-pyrazolo[3,4-d]pyrimidin-4-amine), FC(C=1C=C(C=CC1)N=C=O)(F)F (3-(trifluoromethyl)phenyl isocyanate). Solvent: C(Cl)Cl (CH2Cl2), C(Cl)Cl (CH2Cl2). Reaction conditions: time 12 hour. Product: NC1=C2C(=NC=N1)N(N=C2C2=CC=C(C=C2)NC(=O)NC2=CC(=CC=C2)C(F)(F)F)[C@@H]2COCC2 (1-(4-(4-amino-1-((S)-tetrahydrofuran-3-yl)-1H-pyrazolo[3,4-d]pyrimidin-3-yl)phenyl)-3-(3-(trifluoromethyl)phenyl)urea). As a reaction SMILES: [NH2:1][C:2]1[CH:7]=[CH:6][C:5]([C:8]2[C:16]3[C:11](=[N:12][CH:13]=[N:14][C:15]=3[NH2:17])[N:10]([C@H:18]3[CH2:22][CH2:21][O:20][CH2:19]3)[N:9]=2)=[CH:4][CH:3]=1.[F:23][C:24]([F:35])([F:34])[C:25]1[CH:26]=[C:27]([N:31]=[C:32]=[O:33])[CH:28]=[CH:29][CH:30]=1>C(Cl)Cl>[NH2:17][C:15]1[N:14]=[CH:13][N:12]=[C:11]2[N:10]([C@H:18]3[CH2:22][CH2:21][O:20][CH2:19]3)[N:9]=[C:8]([C:5]3[CH:6]=[CH:7][C:2]([NH:1][C:32]([NH:31][C:27]4[CH:28]=[CH:29][CH:30]=[C:25]([C:24]([F:23])([F:34])[F:35])[CH:26]=4)=[O:33])=[CH:3][CH:4]=3)[C:16]=12. Procedure: A solution of 3-(4-aminophenyl)-1-((S)-tetrahydrofuran-3-yl)-1H-pyrazolo[3,4-d]pyrimidin-4-amine (0.1 g, 0.34 mmol) in CH2Cl2 (10 mL) was cooled in an ice-water bath. To this, 3-(trifluoromethyl)phenyl isocyanate (0.047 mL, 0.34 mmol) diluted in CH2Cl2 (5 mL) was added dropwise. The reaction was allowed to warm to room temperature and left stirring for 12 hours. Reaction completion was judged by TLC and LC-MS. The reaction mixture was filtered, dried onto silica, and purified using silica gel co... Reported procedure: A solution of 5-chloro-1H-indole-2-carboxylic acid (10.0 g, 51.1 mmol) and pyridine (33.1 mmol) in acetonitrile was added to a solution of byanuric fluoride (2.76 g, 20.4 mmol) in acetonitrile (total 340 mL) at 25° C. The reaction was followed by TLC on aliquots quenched with butylamine and appeared nearly complete at 1 hour. The mixture was poured onto ice, extracted with ether, dried (Na2SO4), and concentrated giving a solid which was used without purification (10.0 g, 99%). TLC of a butylamin... Starting materials: ClC=1C=C2C=C(NC2=CC1)C(=O)O (5-chloro-1H-indole-2-carboxylic acid), N1=CC=CC=C1 (pyridine), [F-] (fluoride). Run in C(C)#N (acetonitrile), C(C)#N (acetonitrile). Product: ClC=1C=C2C=C(NC2=CC1)C(=O)F (5-Chloro-1H-indole-2-carbonyl fluoride). Reaction conditions: time 1 hour. Reaction SMILES: [Cl:1][C:2]1[CH:3]=[C:4]2[C:8](=[CH:9][CH:10]=1)[NH:7][C:6]([C:11]([OH:13])=O)=[CH:5]2.N1C=CC=CC=1.[F-:20]>C(#N)C>[Cl:1][C:2]1[CH:3]=[C:4]2[C:8](=[CH:9][CH:10]=1)[NH:7][C:6]([C:11]([F:20])=[O:13])=[CH:5]2. Reactants: CC(C)C1=C(C(=CC=C1)C(C)C)CC(=O)C=1C(=C(C(=CC1)C(C)C)OS(N)(=O)=O)C(C)C (Sulfamic acid[[2,6-bis(1-methylethyl)phenyl]-acetyl]-2,6-bis(1-methylethyl)phenyl ester), C(C)(C)C1=C(C(=CC=C1)C(C)C)CC(=O)O (2,6-diisopropylphenylacetic acid), S1C=C(C=C1)CC(=O)O (3-thiopheneacetic acid). The product is S1C=C(C=C1)CC(=O)C=1C(=C(C(=CC1)C(C)C)OS(N)(=O)=O)C(C)C (sulfamic acid [3-thiophenyl (acetyl)]-2,6-bis(1-methylethyl)phenyl ester). As a reaction SMILES: C[CH:2]([C:4]1C=CC=[C:6](C(C)C)[C:5]=1[CH2:13][C:14]([C:16]1[C:17]([CH:30]([CH3:32])[CH3:31])=[C:18]([O:25][S:26](=[O:29])(=[O:28])[NH2:27])[C:19]([CH:22]([CH3:24])[CH3:23])=[CH:20][CH:21]=1)=[O:15])C.C(C1C=CC=C(C(C)C)C=1CC(O)=O)(C)C.[S:49]1C=CC(CC(O)=O)=C1>>[S:49]1[CH:2]=[CH:4][C:5]([CH2:13][C:14]([C:16]2[C:17]([CH:30]([CH3:32])[CH3:31])=[C:18]([O:25][S:26](=[O:29])(=[O:28])[NH2:27])[C:19]([CH:22]([CH3:24])[CH3:23])=[CH:20][CH:21]=2)=[O:15])=[CH:6]1. Procedure details: This compound was prepared in the same manner as 5 for the title compound of Example 1, except that 2,6-diisopropylphenylacetic acid was replaced with 3-thiopheneacetic acid, mp 136°-138° C. RXN SMILES: [CH3:1][NH:2][CH2:3][C:4]1[CH:5]=[N:6][CH:7]=[CH:8][CH:9]=1.[C:10]([C:12]1[CH:13]=[N:14][CH:15]=[CH:16][CH:17]=1)#[N:11].CN>[Ni]>[CH3:1][NH:2][CH2:3][C:4]1[CH:5]=[N:6][CH:7]=[CH:8][CH:9]=1.[N:14]1[CH:15]=[CH:16][CH:17]=[C:12]([CH2:10][NH2:11])[CH:13]=1. Reactants: CN (methylamine), CNCC=1C=NC=CC1 (Methyl-(beta-picolyl)-Amine), C(#N)C=1C=NC=CC1 (3-cyanopyridine). Reagents/catalysts: [Ni] (Raney nickel). Procedure: For example, in U.S. Pat. No. 2,798,077, "Preparation of Methyl-(beta-picolyl)-Amine," issued to R. Schlapfer et al. in 1957, it is disclosed that 3-cyanopyridine can be hydrogenated h the presence of excess methylamine and a Raney nickel catalyst to yield N-methyl-3-picolylamine and beta-picolylamine. Separation of the beta-picolylamine is then required. Yields the product CNCC=1C=NC=CC1 (N-methyl-3-picolylamine), N1=CC(=CC=C1)CN (beta-picolylamine). Starting materials: CCOC(=O)c1csc(N2CCN(C(=O)OC(C)(C)C)CC2)n1, CCOCC, ClCCl, Cl. The product is CCOC(=O)c1csc(N2CCNCC2)n1, Cl. RXN SMILES: [CH2:1]([CH3:2])[O:3][C:4](=[O:5])[c:6]1[n:7][c:8]([N:11]2[CH2:12][CH2:13][N:14]([C:17]([O:18][C:19]([CH3:20])([CH3:21])[CH3:22])=[O:23])[CH2:15][CH2:16]2)[s:9][cH:10]1.[CH3:28][CH2:29][O:30][CH2:31][CH3:32].[Cl:25][CH2:26][Cl:27].[ClH:24]>>[CH2:1]([CH3:2])[O:3][C:4](=[O:5])[c:6]1[n:7][c:8]([N:11]2[CH2:12][CH2:13][NH:14][CH2:15][CH2:16]2)[s:9][cH:10]1.[ClH:24]. Reactants: COC(=O)OC(/C=C/C(=O)OCC)C (rac-Ethyl (2E)-4-(methoxycarbonyloxy)pent-2-enoate), C1(C=2C(C(N1)=O)=CC=CC2)=O (phthalimide), C(=O)([O-])[O-].[Cs+].[Cs+] (Cs2CO3), CCOC(=O)C (AcOEt). Reagents/catalysts: [Pd] (Pd). Solvent: C(Cl)Cl (CH2Cl2), CCCCCCC (heptane). Yields the product C1(C=2C(C(N1C(/C=C/C(=O)OCC)C)=O)=CC=CC2)=O (rac-Ethyl (2E)-4-phthalimidopent-2-enoate). Isolated yield 90.0%. RXN SMILES: COC(O[CH:6]([CH3:14])/[CH:7]=[CH:8]/[C:9]([O:11][CH2:12][CH3:13])=[O:10])=O.[C:15]1(=[O:25])[NH:19][C:18](=[O:20])[C:17]2=[CH:21][CH:22]=[CH:23][CH:24]=[C:16]12.C([O-])([O-])=O.[Cs+].[Cs+].CCOC(C)=O>C(Cl)Cl.[Pd].CCCCCCC>[C:15]1(=[O:25])[N:19]([CH:6]([CH3:14])/[CH:7]=[CH:8]/[C:9]([O:11][CH2:12][CH3:13])=[O:10])[C:18](=[O:20])[C:17]2=[CH:21][CH:22]=[CH:23][CH:24]=[C:16]12 |f:2.3.4|. Reported procedure: Reaction of 1 (rac-Ethyl (2E)-4-(methoxycarbonyloxy)pent-2-enoate) (104 mg, 0.50 mmol) with phthalimide (147 mg, 1.0 mmol), Cs2CO3 (40.7 mg, 0.125 mmol) and 5 mol % [Pd] in CH2Cl2 (10 ml) at room temperature according to Example 2. Flash chromatography (AcOEt:heptane fraction 25:75) yields 16 (rac-Ethyl (2E)-4-phthalimidopent-2-enoate) (124 mg, 90%) as a yellowish solid.